From a dataset of the Open Reaction Database (ORD), a public repository of structured organic reaction records. describe an organic reaction: reactants, conditions, products, and yield The reactants are Cl.FC1=C(C(=CC=C1F)F)CC(=O)O (2-(2,3,6-trifluorophenyl)acetic acid hydrochloride), C(C1=CC=CC=C1)[C@@H]1C[C@H](NC1)C(=O)NC1=CC=C(C=C1)OC1=CC=C(C=C1)F ((2S,4R)-4-benzyl-N-(4-(4-fluorophenoxy)phenyl)pyrrolidine-2-carboxamide). Product: Compound 84, C(C1=CC=CC=C1)[C@@H]1C[C@H](N(C1)C(CC1=C(C(=CC=C1F)F)F)=O)C(=O)NC1=CC=C(C=C1)OC1=CC=C(C=C1)F ((2S,4R)-4-benzyl-N-(4-(4-fluorophenoxy)phenyl)-1-(2-(2,3,6-trifluorophenyl)acetyl)pyrrolidine-2-carboxamide). Yield: 49.8%. As a reaction SMILES: Cl.[F:2][C:3]1[C:8]([F:9])=[CH:7][CH:6]=[C:5]([F:10])[C:4]=1[CH2:11][C:12]([OH:14])=O.[CH2:15]([C@H:22]1[CH2:26][NH:25][C@H:24]([C:27]([NH:29][C:30]2[CH:35]=[CH:34][C:33]([O:36][C:37]3[CH:42]=[CH:41][C:40]([F:43])=[CH:39][CH:38]=3)=[CH:32][CH:31]=2)=[O:28])[CH2:23]1)[C:16]1[CH:21]=[CH:20][CH:19]=[CH:18][CH:17]=1>>[CH2:15]([C@H:22]1[CH2:26][N:25]([C:12](=[O:14])[CH2:11][C:4]2[C:5]([F:10])=[CH:6][CH:7]=[C:8]([F:9])[C:3]=2[F:2])[C@H:24]([C:27]([NH:29][C:30]2[CH:35]=[CH:34][C:33]([O:36][C:37]3[CH:38]=[CH:39][C:40]([F:43])=[CH:41][CH:42]=3)=[CH:32][CH:31]=2)=[O:28])[CH2:23]1)[C:16]1[CH:17]=[CH:18][CH:19]=[CH:20][CH:21]=1 |f:0.1|. Reported procedure: Proceeding as in Example 1, but substituting 2-(2,3,6-trifluorophenyl)acetic acid hydrochloride and (2S,4R)-4-benzyl-N-(4-(4-fluorophenoxy)phenyl)pyrrolidine-2-carboxamide, gave Compound 84, (2S,4R)-4-benzyl-N-(4-(4-fluorophenoxy)phenyl)-1-(2-(2,3,6-trifluorophenyl)acetyl)pyrrolidine-2-carboxamide (16.8 mg, 49.8%). Major isomer: 1H-NMR (400 MHz, DMSO-D6): a 9.93 (s, 1H), 7.52 (d, 2H), 7.39 (m, 1H), 7.32-7.15 (m, 9H), 7.09 (m, 1H), 6.93 (m, 2H), 4.46 (m, 1H), 3.79 (m, 3H), 3.38 (m, 1H), 2.70 (m, ... Reactants: C(#N)CC1=C(C=CC=2OCCOC21)C(=O)O (5-Cyanomethyl-2,3-dihydro-benzo[1,4]dioxine-6-carboxylic acid), NC1=NNC(=C1)C (3-amino-5-methylpyrazole). Procedure: Similar procedure as described in example 2c was used, starting from 5-Cyanomethyl-2,3-dihydro-benzo[1,4]dioxine-6-carboxylic acid and 3-amino-5-methylpyrazole to give 6-(5-Methyl-1H-pyrazol-3-ylamino)-2,3-dihydro-7H-1,4-dioxa-7-aza-phenanthren-8-one. LC-MS: m/e 299 (MH+). As a reaction SMILES: [C:1]([CH2:3][C:4]1[C:13]2[O:12][CH2:11][CH2:10][O:9][C:8]=2[CH:7]=[CH:6][C:5]=1[C:14]([OH:16])=O)#[N:2].[NH2:17][C:18]1[CH:22]=[C:21]([CH3:23])[NH:20][N:19]=1>>[CH3:23][C:21]1[NH:20][N:19]=[C:18]([NH:17][C:1]2[NH:2][C:14](=[O:16])[C:5]3[C:4](=[C:13]4[C:8](=[CH:7][CH:6]=3)[O:9][CH2:10][CH2:11][O:12]4)[CH:3]=2)[CH:22]=1. Yields the product CC1=CC(=NN1)NC1=CC2=C3OCCOC3=CC=C2C(N1)=O (6-(5-Methyl-1H-pyrazol-3-ylamino)-2,3-dihydro-7H-1,4-dioxa-7-aza-phenanthren-8-one). The reactants are IC=1C=C2C(C(NC2=CC1)=O)=O (5-iodo-1H-indole-2,3-dione), COC1=CC=C(C(=O)NN)C=C1 (4-methoxybenzohydrazide). Run in C(C)(=O)O (acetic acid). Reaction conditions: temperature 100 celsius. The product is IC=1C=C2C(C(NC2=CC1)=O)=NNC(C1=CC=C(C=C1)OC)=O (N′-(5-Iodo-2-oxo-1,2-dihydro-3H-indol-3-ylidene)-4-methoxybenzohydrazide). Isolated yield 82.0%. RXN SMILES: [I:1][C:2]1[CH:3]=[C:4]2[C:8](=[CH:9][CH:10]=1)[NH:7][C:6](=[O:11])[C:5]2=O.[CH3:13][O:14][C:15]1[CH:24]=[CH:23][C:18]([C:19]([NH:21][NH2:22])=[O:20])=[CH:17][CH:16]=1>C(O)(=O)C>[I:1][C:2]1[CH:3]=[C:4]2[C:8](=[CH:9][CH:10]=1)[NH:7][C:6](=[O:11])[C:5]2=[N:22][NH:21][C:19](=[O:20])[C:18]1[CH:23]=[CH:24][C:15]([O:14][CH3:13])=[CH:16][CH:17]=1. Reported procedure: Following the general method as outlined in Example 1, into a suspension of 5-iodo-1H-indole-2,3-dione in acetic acid was added 4-methoxybenzohydrazide. After stirring at 100° C., the reaction mixture was cooled to rt and a yellow solid precipitated out. Filtration on a fritté, washing with AcOH, water and drying under vacuo at 60° C. overnight gave,347 mg of the title compound (82%) as a yellow solid in 99.9% purity by HPLC (Rt: 5.44, gradient of 10 min, MaxPlot detection between 230 and 400 nm... Starting materials: N1(N=CC=C1)CC(C#N)(C#N)CCC(F)(F)F ([(1H-pyrazole-1-yl)methyl](3,3,3-trifluoropropyl)malononitrile), ( 1 ), [N+](=O)([O-])[O-].[Ce+4].[NH4+].[N+](=O)([O-])[O-].[N+](=O)([O-])[O-].[N+](=O)([O-])[O-].[N+](=O)([O-])[O-] (ammonium cerium (IV) nitrate), II (iodine). Solvent: C(C)#N (acetonitrile). Conditions: time 10 hour. The product is IC=1C=NN(C1)CC(C#N)(C#N)CCC(F)(F)F ([(4-iodo-1H-pyrazole-1-yl)methyl] (3,3,3-trifluoropropyl) malononitrile). The yield is 115.6%. As a reaction SMILES: [N:1]1([CH2:6][C:7]([CH2:12][CH2:13][C:14]([F:17])([F:16])[F:15])([C:10]#[N:11])[C:8]#[N:9])[CH:5]=[CH:4][CH:3]=[N:2]1.[N+]([O-])([O-])=O.[Ce+4].[NH4+].[N+]([O-])([O-])=O.[N+]([O-])([O-])=O.[N+]([O-])([O-])=O.[N+]([O-])([O-])=O.[I:40]I>C(#N)C>[I:40][C:4]1[CH:3]=[N:2][N:1]([CH2:6][C:7]([CH2:12][CH2:13][C:14]([F:15])([F:16])[F:17])([C:10]#[N:11])[C:8]#[N:9])[CH:5]=1 |f:1.2.3.4.5.6.7|. Procedure: 1.21 g of [(1H-pyrazole-1-yl)methyl](3,3,3-trifluoropropyl)malononitrile (the compound of the present invention (1)) was dissolved in 50 ml of acetonitrile. 2.19 g of ammonium cerium (IV) nitrate and 1.02 g of iodine were added to the solution, followed by stirring at room temperature for 10 hours. The reaction mixture was concentrated under reduced pressure. The residue was subjected to silica gel column chromatography to obtain 1.71 g of [(4-iodo-1H-pyrazole-1-yl)methyl] (3,3,3-trifluoropropyl... The reactants are [Br-], CC[Mg+], COc1ccc(C=O)cc1OC, [Cl-], [Cl-], [Cl-], [Cl-], C1CCOC1, [Ti+4]. The product is COc1ccc(C2CC2)cc1OC. Reaction SMILES: [Br-:1].[CH2:2]([CH3:3])[Mg+:4].[CH3:5][O:6][c:7]1[cH:8][c:9]([CH:10]=[O:11])[cH:12][cH:13][c:14]1[O:15][CH3:16].[Cl-:22].[Cl-:24].[Cl-:25].[Cl-:26].[O:17]1[CH2:18][CH2:19][CH2:20][CH2:21]1.[Ti+4:23]>>[CH2:2]1[CH2:3][CH:10]1[c:9]1[cH:8][c:7]([O:6][CH3:5])[c:14]([O:15][CH3:16])[cH:13][cH:12]1.